Dataset: the Open Reaction Database (ORD), a public repository of structured organic reaction records. Task: describe an organic reaction: reactants, conditions, products, and yield The reactants are N1C=C(C2=CC=CC=C12)CC1CCNCC1 (4-(3-indolyl-methyl)-piperidine), C1(=C(C(=C(C(=C1F)F)F)N)F)N.Cl.Cl (dihydrochloride), [OH-].[Na+] (sodium hydroxide). Reagents/catalysts: [Cl-].C(C)[N+](CC1=CC=CC=C1)(CC)CC (triethylbenzylammonium chloride). Solvent: C(Cl)(Cl)Cl (chloroform), O (water). The product is ClC=1C=NC2=CC=CC=C2C1CC1CCNCC1 (3-chloro-4-[(4-piperidyl)-methyl]-quinoline). Reaction SMILES: N1C2[C:4](=[CH:5]C=CC=2)[C:3]([CH2:10][CH:11]2[CH2:16][CH2:15][NH:14][CH2:13][CH2:12]2)=C1.[OH-].[Na+].[C:19]1([NH2:30])[C:24](F)=[C:23](F)[C:22](F)=[C:21](N)[C:20]=1F.[ClH:31].Cl>[Cl-].C([N+](CC)(CC)CC1C=CC=CC=1)C.C(Cl)(Cl)Cl.O>[Cl:31][C:4]1[CH:5]=[N:30][C:19]2[C:20]([C:3]=1[CH2:10][CH:11]1[CH2:16][CH2:15][NH:14][CH2:13][CH2:12]1)=[CH:21][CH:22]=[CH:23][CH:24]=2 |f:1.2,3.4.5,6.7|. Procedure: The operation is as in Example 1, but starting from 13.4 g of 4-(3-indolyl-methyl)-piperidine and 0.54 g of triethylbenzylammonium chloride in 130 ml of chloroform and 19.5 g of sodium hydroxide in solution in 39 ml of water. 4.2 g of 3-chloro-4-[(4-piperidyl)-methyl]-quinoline are finally obtained in the form of the dihydrochloride melting above 260° C.